This data is from the Open Reaction Database (ORD), a public repository of structured organic reaction records. The task is: describe an organic reaction: reactants, conditions, products, and yield Reactants: C(C1=CC=CC=C1)OC1=CC(=CC(=C1)Br)Br (1-benzyloxy-3,5-dibromo-benzene), C[S-].[Na+] (sodium thiomethoxide), C(C)OCC (diethyl ether), O (water). The solvent is CN(C)C=O (DMF). Reaction conditions: temperature 100 celsius, time 1 hour. The product is C(C1=CC=CC=C1)OC1=CC(=CC(=C1)SC)Br (1-Benzyloxy-3-bromo-5-methylsulfanyl-benzene). Isolated yield 42.4%. RXN SMILES: [CH2:1]([O:8][C:9]1[CH:14]=[C:13](Br)[CH:12]=[C:11]([Br:16])[CH:10]=1)[C:2]1[CH:7]=[CH:6][CH:5]=[CH:4][CH:3]=1.[CH3:17][S-:18].[Na+].C(OCC)C.O>CN(C=O)C>[CH2:1]([O:8][C:9]1[CH:14]=[C:13]([S:18][CH3:17])[CH:12]=[C:11]([Br:16])[CH:10]=1)[C:2]1[CH:7]=[CH:6][CH:5]=[CH:4][CH:3]=1 |f:1.2|. Procedure: To a solution of 1-benzyloxy-3,5-dibromo-benzene (9.6 g, 28.1 mmol) in dry DMF (55 mL) was added sodium thiomethoxide (1.97 g, 28.1 mmol). The reaction mixture was then stirred at 100° C. for 1 h. After cooling to room temperature, the reaction mixture was poured into a mixture of diethyl ether (50 mL) and water (20 mL) along with intense stirring. The organic layer was separated and washed with water and brine. The organic phase was dried over magnesium sulfate, filtered and concentrated under ... Reactants: BrCCCOC1CCCCO1, O=Cc1cccc(O)c1Br, [H-], [Na+], CN(C)C=O. Yields the product O=Cc1cccc(OCCCOC2CCCCO2)c1Br. As a reaction SMILES: [Br:11][CH2:12][CH2:13][CH2:14][O:15][CH:16]1[O:17][CH2:18][CH2:19][CH2:20][CH2:21]1.[Br:1][c:2]1[c:3]([CH:4]=[O:5])[cH:6][cH:7][cH:8][c:9]1[OH:10].[H-:22].[Na+:23].[O:24]=[CH:25][N:26]([CH3:27])[CH3:28]>>[Br:1][c:2]1[c:3]([CH:4]=[O:5])[cH:6][cH:7][cH:8][c:9]1[O:10][CH2:12][CH2:13][CH2:14][O:15][CH:16]1[O:17][CH2:18][CH2:19][CH2:20][CH2:21]1. The reactants are COC(=O)C1=NN=C(C2=CC=C(C=C12)OC)CC1=C(C=NC=C1Cl)Cl (4-(3,5-dichloro-pyridin-4-ylmethyl)-7-methoxy-phthalazin-1-carboxylic acid methyl ester), NaBH, Cl (HCl). The solvent is CN(C)C=O.CO (DMF CH3OH). Product: ClC=1C=NC=C(C1CC1=NN=C(C2=CC(=CC=C12)OC)CO)Cl ([4-(3,5-Dichloro-pyridin-4-ylmethyl)-7-methoxy-phthalazin-1-yl]-methanol). Yield: 97.0%. Reaction SMILES: C[O:2][C:3]([C:5]1[C:14]2[C:9](=[CH:10][CH:11]=[C:12]([O:15][CH3:16])[CH:13]=2)[C:8]([CH2:17][C:18]2[C:23]([Cl:24])=[CH:22][N:21]=[CH:20][C:19]=2[Cl:25])=[N:7][N:6]=1)=O.Cl>CN(C=O)C.CO>[Cl:25][C:19]1[CH:20]=[N:21][CH:22]=[C:23]([Cl:24])[C:18]=1[CH2:17][C:8]1[C:9]2[C:14](=[CH:13][C:12]([O:15][CH3:16])=[CH:11][CH:10]=2)[C:5]([CH2:3][OH:2])=[N:6][N:7]=1 |f:2.3|. Reported procedure: A suspension of 4-(3,5-dichloro-pyridin-4-ylmethyl)-7-methoxy-phthalazin-1-carboxylic acid methyl ester (3.9 g, 10.3 mmoles), prepared as described in example 102, in DMF/CH3OH (30/50 ml) under N2 was portionwise added with NaBH (1.17 g, 30.9 mmoles) in 1.5 hours. The stirring went on for 2.5 hours. The mixture was cooled on ice and added with concentrated HCl up to pH<1, then dried, taken up in water and extracted three times with CH2Cl2, the organic phase was anhydrified and dried to give 3.5 ... The reactants are ClCCOC1=C(C=C(C=C1)F)C1(CC1)NC=1C(N(C=CN1)C=1C=C(C(=O)NC2CC2)C=C(C1C)F)=O (3-[3-({1-[2-(2-chloroethoxy)-5-fluorophenyl]cyclopropyl}amino)-2-oxopyrazin-1(2H)-yl]-N-cyclopropyl-5-fluoro-4-methylbenzamide), C(O)CN (ethanolamine). The product is C1(CC1)NC(C1=CC(=C(C(=C1)N1C(C(=NC=C1)NC1(CC1)C1=C(C=CC(=C1)F)OCCNCCO)=O)C)F)=O (N-Cyclopropyl-3-fluoro-5-[3-{[1-(5-fluoro-2-{2-[(2-hydroxyethyl)amino]ethoxy}phenyl)cyclopropyl]amino}-2-oxopyrazin-1(2H)-yl]-4-methylbenzamide). Reaction SMILES: Cl[CH2:2][CH2:3][O:4][C:5]1[CH:10]=[CH:9][C:8]([F:11])=[CH:7][C:6]=1[C:12]1([NH:15][C:16]2[C:17](=[O:36])[N:18]([C:22]3[CH:23]=[C:24]([CH:31]=[C:32]([F:35])[C:33]=3[CH3:34])[C:25]([NH:27][CH:28]3[CH2:30][CH2:29]3)=[O:26])[CH:19]=[CH:20][N:21]=2)[CH2:14][CH2:13]1.[CH2:37]([CH2:39][NH2:40])[OH:38]>>[CH:28]1([NH:27][C:25](=[O:26])[C:24]2[CH:23]=[C:22]([N:18]3[CH:19]=[CH:20][N:21]=[C:16]([NH:15][C:12]4([C:6]5[CH:7]=[C:8]([F:11])[CH:9]=[CH:10][C:5]=5[O:4][CH2:3][CH2:2][NH:40][CH2:39][CH2:37][OH:38])[CH2:14][CH2:13]4)[C:17]3=[O:36])[C:33]([CH3:34])=[C:32]([F:35])[CH:31]=2)[CH2:30][CH2:29]1. Reported procedure: The title compound was prepared from 3-[3-({1-[2-(2-chloroethoxy)-5-fluorophenyl]cyclopropyl}amino)-2-oxopyrazin-1(2H)-yl]-N-cyclopropyl-5-fluoro-4-methylbenzamide (Example 281c) and ethanolamine using a similar method to that described for Example 167f. The reactants are ClC1=CC(=C(C#N)C=C1)OC1=C(C(=CC=C1)C=O)O (4-chloro-2-(3-formyl-2-hydroxyphenoxy)benzonitrile), BrCCO (2-bromoethanol), C([O-])([O-])=O.[Cs+].[Cs+] (cesium carbonate), BrCCO (2-bromoethanol), O (water). Solvent: CN(C)C=O (DMF). Reaction conditions: time 22 hour. Product: ClC1=CC(=C(C#N)C=C1)OC1=C(C(=CC=C1)C=O)OCCO (4-chloro-2-[3-formyl-2-(2-hydroxyethoxy)phenoxy]benzonitrile). Yield: 83.0%. As a reaction SMILES: [Cl:1][C:2]1[CH:9]=[CH:8][C:5]([C:6]#[N:7])=[C:4]([O:10][C:11]2[CH:16]=[CH:15][CH:14]=[C:13]([CH:17]=[O:18])[C:12]=2[OH:19])[CH:3]=1.Br[CH2:21][CH2:22][OH:23].C(=O)([O-])[O-].[Cs+].[Cs+].O>CN(C=O)C>[Cl:1][C:2]1[CH:9]=[CH:8][C:5]([C:6]#[N:7])=[C:4]([O:10][C:11]2[CH:16]=[CH:15][CH:14]=[C:13]([CH:17]=[O:18])[C:12]=2[O:19][CH2:21][CH2:22][OH:23])[CH:3]=1 |f:2.3.4|. Reported procedure: A solution of 4-chloro-2-(3-formyl-2-hydroxyphenoxy)benzonitrile (0.30 g, 1.1 mmol), 2-bromoethanol (0.10 mL, 0.18 g, 1.4 mmol) and cesium carbonate (0.43 g, 1.3 mmol) were heated with stirring in dry DMF (3 mL) at 50° C. After 22 h, 2-bromoethanol (0.19 mL, 0.33 g, 2.7 mmol) was added, and stirring continued for an additional 24 h at 50° C. The reaction mixture was cooled, poured into water and extracted with ethyl acetate. The ethyl acetate layer was separated, washed with 1N sodium hydroxide ... The reactants are FC=1C=CC(=C(C(=O)O)C1)N1N=CC=N1 (5-Fluoro-2-[1,2,3]triazol-2-yl-benzoic acid), FC1=CC(=C(C(=O)O)C=C1)I (4-fluoro-2-iodo-benzoic acid), FC=1C=CC(=C(C(=O)O)C1)I (5-fluoro-2-iodo-benzoic acid). The product is FC1=CC(=C(C(=O)O)C=C1)N1N=CC=N1 (4-Fluoro-2-[1,2,3]triazol-2-yl-benzoic acid). RXN SMILES: F[C:2]1[CH:3]=[CH:4][C:5]([N:11]2[N:15]=[CH:14][CH:13]=[N:12]2)=[C:6]([CH:10]=1)[C:7]([OH:9])=[O:8].[F:16]C1C=CC(C(O)=O)=C(I)C=1.FC1C=CC(I)=C(C=1)C(O)=O>>[F:16][C:3]1[CH:2]=[CH:10][C:6]([C:7]([OH:9])=[O:8])=[C:5]([N:11]2[N:15]=[CH:14][CH:13]=[N:12]2)[CH:4]=1. Reported procedure: The title compound was prepared in a manner analogous to Intermediate 1, substituting for 4-fluoro-2-iodo-benzoic acid for 5-fluoro-2-iodo-benzoic acid in Step A. 1H NMR (400 MHz, CD3OD): 7.93 (s, 2H), 7.88 (dd, J=8.7, 5.9 Hz, 1H), 7.56 (dd, J=9.2, 2.5 Hz, 1H), 7.38-7.30 (m, 1H). The reactants are C(C)(C)(C)OC(NC1=C(C=C(C(=C1)F)C(F)(F)F)[N+](=O)[O-])=O ((5-fluoro-2-nitro-4-trifluoromethyl-phenyl)-carbamic acid tert.-butyl ester), N1CCOCC1 (morpholine). Solvent: CS(=O)C (DMSO). The product is C(C)(C)(C)OC(NC1=C(C=C(C(=C1)N1CCOCC1)C(F)(F)F)[N+](=O)[O-])=O ((5-Morpholin-4-yl-2-nitro-4-trifluoromethyl-phenyl)-carbamic Acid tert.-Butyl Ester), solid. Reaction SMILES: [C:1]([O:5][C:6](=[O:22])[NH:7][C:8]1[CH:13]=[C:12](F)[C:11]([C:15]([F:18])([F:17])[F:16])=[CH:10][C:9]=1[N+:19]([O-:21])=[O:20])([CH3:4])([CH3:3])[CH3:2].[NH:23]1[CH2:28][CH2:27][O:26][CH2:25][CH2:24]1>CS(C)=O>[C:1]([O:5][C:6](=[O:22])[NH:7][C:8]1[CH:13]=[C:12]([N:23]2[CH2:28][CH2:27][O:26][CH2:25][CH2:24]2)[C:11]([C:15]([F:18])([F:17])[F:16])=[CH:10][C:9]=1[N+:19]([O-:21])=[O:20])([CH3:4])([CH3:3])[CH3:2]. Reported procedure: The title compound was prepared from (5-fluoro-2-nitro-4-trifluoromethyl-phenyl)-carbamic acid tert.-butyl ester (Example A1) (1.62 g, 5.0 mmol) and morpholine (2.18 mL, 25.0 mmol) in DMSO (10 mL) at 23° C. according to the general procedure B. Obtained as a yellow solid (1.83 g). Reactants: BrC=1C=C2C(C(C(C2=CC1)=O)=C1C=CNC=C1)=O (5-bromo-2-(1H-pyridin-4-ylidene)indan-1,3-dione), O.NN (hydrazine hydrate). Product: title compound A, O=C1NN=C(C2=CC(=CC=C12)Br)CC1=CC=NC=C1 (1-oxo-4-[(pyridin-4-yl)-methyl]-6-bromo-1,2-dihydrophthalazine). As a reaction SMILES: [Br:1][C:2]1[CH:3]=[C:4]2[C:8](=[CH:9][CH:10]=1)[C:7](=[O:11])[C:6](=[C:12]1[CH:17]=[CH:16][NH:15][CH:14]=[CH:13]1)[C:5]2=O.O.[NH2:20][NH2:21]>>[O:11]=[C:7]1[C:8]2[C:4](=[CH:3][C:2]([Br:1])=[CH:10][CH:9]=2)[C:5]([CH2:6][C:12]2[CH:17]=[CH:16][N:15]=[CH:14][CH:13]=2)=[N:21][NH:20]1 |f:1.2|. Procedure details: Under exclusion of air, 4.75 g (15.7 mmol) 5-bromo-2-(1H-pyridin-4-ylidene)indan-1,3-dione and 14 ml hydrazine hydrate are heated for 4 h to 130° C. Cooling, filtering, and washing with ethanol yields title compound A in the mixture with a little 1-oxo-4-[(pyridin-4-yl)-methyl]-6-bromo-1,2-dihydrophthalazine (B). A: HPLC: tRet(Grad5-40)=11.5; 1H-NMR (DMSO-d6) 12.76 (HN), 8.46 (d, J=6, 2H), 8.34 (d, J=2, 1H), 8.07 (dd, J=8, 2, 1H), 7.85 (d, J=8, 1H), 7.30 (d, J=6, 2H), 4.33 (s, 2H); B: HPLC: tRet... Reactants: COc1ccccc1, COc1ccc(CN2Cc3c(Br)cc(OC)cc3N(c3c(Cl)cccc3Cl)C2=O)cc1, O=C(O)C(F)(F)F. Product: COc1cc(Br)c2c(c1)N(c1c(Cl)cccc1Cl)C(=O)NC2. Reaction SMILES: [CH3:32][O:33][c:34]1[cH:35][cH:36][cH:37][cH:38][cH:39]1.[Cl:1][c:2]1[c:3]([N:9]2[C:10](=[O:31])[N:11]([CH2:22][c:23]3[cH:24][cH:25][c:26]([O:27][CH3:28])[cH:29][cH:30]3)[CH2:12][c:13]3[c:14]([Br:21])[cH:15][c:16]([O:19][CH3:20])[cH:17][c:18]32)[c:4]([Cl:8])[cH:5][cH:6][cH:7]1.[OH:40][C:41]([C:42]([F:43])([F:44])[F:45])=[O:46]>>[Cl:1][c:2]1[c:3]([N:9]2[C:10](=[O:31])[NH:11][CH2:12][c:13]3[c:14]([Br:21])[cH:15][c:16]([O:19][CH3:20])[cH:17][c:18]32)[c:4]([Cl:8])[cH:5][cH:6][cH:7]1. The reactants are Cl (HCl), Cl.C(C)N=C=NCCCN(C)C (1-ethyl-3-(3-dimethylaminopropyl) carbodiimide hydrochloride), Cl.N1[C@@H](CCC1)C(=O)OCC1=CC=CC=C1 ((S)-benzyl pyrrolidine-2-carboxylate hydrochloride), O1[C@H](CCC1)C(=O)O ((R)-tetrahydrofuran-2-carboxylic acid), CCN(C(C)C)C(C)C (DIPEA), C=1C=CC2=C(C1)N=NN2O (HOBt). Run in ClCCl (dichloromethane). Reaction conditions: temperature 25 celsius, time 16 hour. Yields the product O1[C@H](CCC1)C(=O)N1[C@@H](CCC1)C(=O)OCC1=CC=CC=C1 ((S)-benzyl 1-((R)-tetrahydrofuran-2-carbonyl)pyrrolidine-2-carboxylate). As a reaction SMILES: Cl.[NH:2]1[CH2:6][CH2:5][CH2:4][C@H:3]1[C:7]([O:9][CH2:10][C:11]1[CH:16]=[CH:15][CH:14]=[CH:13][CH:12]=1)=[O:8].[O:17]1[CH2:21][CH2:20][CH2:19][C@@H:18]1[C:22](O)=[O:23].CCN(C(C)C)C(C)C.C1C=CC2N(O)N=NC=2C=1.Cl.C(N=C=NCCCN(C)C)C.Cl>ClCCl>[O:17]1[CH2:21][CH2:20][CH2:19][C@@H:18]1[C:22]([N:2]1[CH2:6][CH2:5][CH2:4][C@H:3]1[C:7]([O:9][CH2:10][C:11]1[CH:16]=[CH:15][CH:14]=[CH:13][CH:12]=1)=[O:8])=[O:23] |f:0.1,5.6|. Procedure details: To a stirred suspension of (S)-benzyl pyrrolidine-2-carboxylate hydrochloride (5.63 g, 23.3 mmol), (R)-tetrahydrofuran-2-carboxylic acid (2.24 mL, 23.3 mmol), DIPEA (10.2 mL, 58.3 mmol), and HOBt (3.15 g, 23.3 mmol) in dry dichloromethane (100 mL) at 25° C. was added 1-ethyl-3-(3-dimethylaminopropyl) carbodiimide hydrochloride (4.45 g, 23.3 mmol) in one portion. The mixture was stirred at 25° C. for 16 h then 1N HCl (50 mL) was added. The organic phase was separated, washed with saturated sodium...